Dataset: the Open Reaction Database (ORD), a public repository of structured organic reaction records. Task: describe an organic reaction: reactants, conditions, products, and yield The reactants are C(C)OC(C(C)(C)OC1=C(C=CC(=C1)OCCC=1N=C(OC1C)C1=CC=C(C=C1)C1=CC=CC=C1)CCCC)=O (2-{5-[2-(2-biphenyl-4-yl-5-methyloxazol-4-yl)ethoxy]-2-butylphenoxy}-2-methylpropionic acid ethyl ester), C(C)OC(C(C)(C)OC1=C(C=CC(=C1)O)CCCC)=O (2-(2-butyl-5-hydroxyphenoxy)-2-methylpropionic acid ethyl ester), toluene-4-sulfonic acid 2-(5-methyl-2-bipheny-4-yl-loxazol-4-yl)ethyl ester, C([O-])([O-])=O.[K+].[K+] (potassium carbonate), [OH-].[Na+] (sodium hydoxide). The solvent is C(C)O (ethanol). Conditions: temperature 55 celsius. Yields the product C1(=CC=C(C=C1)C=1OC(=C(N1)CCOC=1C=CC(=C(OC(C(=O)O)(C)C)C1)CCCC)C)C1=CC=CC=C1 (2-{5-[2-(2-biphenyl-4-yl-5-methyloxazol-4-yl)ethoxy]-2-butylphenoxy}-2-methylpropionic acid). Reaction SMILES: C(OC(=O)C(OC1C=C(O)C=CC=1CCCC)(C)C)C.C(=O)([O-])[O-].[K+].[K+].C([O:29][C:30](=[O:66])[C:31]([O:34][C:35]1[CH:40]=[C:39]([O:41][CH2:42][CH2:43][C:44]2[N:45]=[C:46]([C:50]3[CH:55]=[CH:54][C:53]([C:56]4[CH:61]=[CH:60][CH:59]=[CH:58][CH:57]=4)=[CH:52][CH:51]=3)[O:47][C:48]=2[CH3:49])[CH:38]=[CH:37][C:36]=1[CH2:62][CH2:63][CH2:64][CH3:65])([CH3:33])[CH3:32])C.[OH-].[Na+]>C(O)C>[C:53]1([C:56]2[CH:57]=[CH:58][CH:59]=[CH:60][CH:61]=2)[CH:52]=[CH:51][C:50]([C:46]2[O:47][C:48]([CH3:49])=[C:44]([CH2:43][CH2:42][O:41][C:39]3[CH:38]=[CH:37][C:36]([CH2:62][CH2:63][CH2:64][CH3:65])=[C:35]([CH:40]=3)[O:34][C:31]([CH3:32])([CH3:33])[C:30]([OH:66])=[O:29])[N:45]=2)=[CH:55][CH:54]=1 |f:1.2.3,5.6|. Procedure: The following example exemplifies the general procedure for the parallel synthesis of analogs utilizing the DynaVac carousel. To a 50 mL glass tube with screw cap and nitrogen inlet were charged 2-(2-butyl-5-hydroxyphenoxy)-2-methylpropionic acid ethyl ester, (0.050 g, 0.178 mmol), toluene-4-sulfonic acid 2-(5-methyl-2-bipheny-4-yl-loxazol-4-yl)ethyl ester (0.187 mmol) (see Ex. 1, part F), and powdered potassium carbonate (0.050 g, 0.36 mmol) in 1 mL of absolute ethanol. The mixture was heated t...